Dataset: the Open Reaction Database (ORD), a public repository of structured organic reaction records. Task: describe an organic reaction: reactants, conditions, products, and yield Reactants: CCO, [Cl-], [Fe], [NH4+], O, O=[N+]([O-])c1cnc2c(ccn2S(=O)(=O)c2ccccc2)c1NC1CCC(O)CC1. Yields the product Nc1cnc2c(ccn2S(=O)(=O)c2ccccc2)c1NC1CCC(O)CC1. Reaction SMILES: [CH3:32][CH2:33][OH:34].[Cl-:30].[Fe:36].[NH4+:31].[OH2:35].[c:1]1([S:7](=[O:8])(=[O:9])[n:10]2[cH:11][cH:12][c:13]3[c:14]2[n:15][cH:16][c:17]([N+:27]([O-:28])=[O:29])[c:18]3[NH:19][CH:20]2[CH2:21][CH2:22][CH:23]([OH:26])[CH2:24][CH2:25]2)[cH:2][cH:3][cH:4][cH:5][cH:6]1>>[c:1]1([S:7](=[O:8])(=[O:9])[n:10]2[cH:11][cH:12][c:13]3[c:14]2[n:15][cH:16][c:17]([NH2:27])[c:18]3[NH:19][CH:20]2[CH2:21][CH2:22][CH:23]([OH:26])[CH2:24][CH2:25]2)[cH:2][cH:3][cH:4][cH:5][cH:6]1. RXN SMILES: [CH3:32][CH2:33][OH:34].[Cl:1][c:2]1[cH:3][c:4]([C:9](=[O:6])[O:10][OH:11])[cH:5][cH:7][cH:8]1.[NH2:12][c:13]1[n:14][c:15]([S:30][NH2:31])[c:16]2[n:17][cH:18][n:19]([CH:22]3[CH2:23][CH:24]([OH:25])[CH:26]([CH2:28][OH:29])[O:27]3)[c:20]2[n:21]1>>[O:6]=[S:30]([c:15]1[n:14][c:13]([NH2:12])[n:21][c:20]2[c:16]1[n:17][cH:18][n:19]2[CH:22]1[CH2:23][CH:24]([OH:25])[CH:26]([CH2:28][OH:29])[O:27]1)[NH2:31]. The product is Nc1nc(S(N)=O)c2ncn(C3CC(O)C(CO)O3)c2n1. Starting materials: CCO, O=C(OO)c1cccc(Cl)c1, NSc1nc(N)nc2c1ncn2C1CC(O)C(CO)O1. Reactants: COCOc1ccc(Cl)cc1Br, CC(C)(C)C(Oc1ncc(Cl)cc1Br)C(=O)[O-], C#Cc1cc(S(=O)(=O)CCC)ccc1C. Product: CCCS(=O)(=O)c1ccc(C)c(C#Cc2cc(Cl)ccc2OCOC)c1. Reaction SMILES: [Br:18][c:19]1[c:20]([O:26][CH2:27][O:28][CH3:29])[cH:21][cH:22][c:23]([Cl:25])[cH:24]1.[C:1]([CH:2]([O:3][c:4]1[c:5]([Br:6])[cH:7][c:8]([Cl:9])[cH:10][n:11]1)[C:12]([O-:13])=[O:14])([CH3:15])([CH3:16])[CH3:17].[C:30](#[CH:31])[c:32]1[c:33]([CH3:44])[cH:34][cH:35][c:36]([S:38](=[O:39])(=[O:40])[CH2:41][CH2:42][CH3:43])[cH:37]1>>[c:19]1([C:31]#[C:30][c:32]2[c:33]([CH3:44])[cH:34][cH:35][c:36]([S:38](=[O:39])(=[O:40])[CH2:41][CH2:42][CH3:43])[cH:37]2)[c:20]([O:26][CH2:27][O:28][CH3:29])[cH:21][cH:22][c:23]([Cl:25])[cH:24]1. The reactants are CC(=O)O, O=[N+]([O-])c1ccc(OCC2CCN(CCc3ccc(Cl)cc3)CC2)cc1, Cl. Product: Nc1ccc(OCC2CCN(CCc3ccc(Cl)cc3)CC2)cc1. RXN SMILES: [CH3:27][C:28](=[O:29])[OH:30].[Cl:1][c:2]1[cH:3][cH:4][c:5]([CH2:8][CH2:9][N:10]2[CH2:11][CH2:12][CH:13]([CH2:16][O:17][c:18]3[cH:19][cH:20][c:21]([N+:24]([O-:25])=[O:26])[cH:22][cH:23]3)[CH2:14][CH2:15]2)[cH:6][cH:7]1.[ClH:31]>>[Cl:1][c:2]1[cH:3][cH:4][c:5]([CH2:8][CH2:9][N:10]2[CH2:11][CH2:12][CH:13]([CH2:16][O:17][c:18]3[cH:19][cH:20][c:21]([NH2:24])[cH:22][cH:23]3)[CH2:14][CH2:15]2)[cH:6][cH:7]1. Procedure: Finely divided t-butoxycarbonyl-D-tryptophan (3 g, 10 mmol) was suspended in methylene chloride and benzyl alcohol (1.08 mL, 10 mmol) and 4-dimethylaminopyridine (0.12 g, 1 mmol) were added and stirred at room temperature. Solid 1-(3-dimethylaminopropyl)-3-ethylcarbodiimide hydrochloride (1.92 g, 10 mmol) was then added in three roughly equal portions over 5 minutes. The reaction mixture was stirred for 3 hours at room temperature during which time the reaction mixture became a homogeneous solut... The solvent is C(Cl)Cl (methylene chloride). The reactants are C(C1=CC=CC=C1)O (benzyl alcohol), C(C)(C)(C)OC(=O)N[C@H](CC1=CNC2=CC=CC=C12)C(=O)O (t-butoxycarbonyl-D-tryptophan), O (water), Cl.CN(CCCN=C=NCC)C (1-(3-dimethylaminopropyl)-3-ethylcarbodiimide hydrochloride). Product: C(C1=CC=CC=C1)OC([C@H](NC(=O)OC(C)(C)C)CC1=CNC2=CC=CC=C12)=O (N-(t-Butoxycarbonyl)-D-tryptophan benzyl ester). Reagents/catalysts: CN(C1=CC=NC=C1)C (4-dimethylaminopyridine). Reaction SMILES: [C:1]([O:5][C:6]([NH:8][C@@H:9]([C:20]([OH:22])=[O:21])[CH2:10][C:11]1[C:19]2[C:14](=[CH:15][CH:16]=[CH:17][CH:18]=2)[NH:13][CH:12]=1)=[O:7])([CH3:4])([CH3:3])[CH3:2].[CH2:23](O)[C:24]1[CH:29]=[CH:28][CH:27]=[CH:26][CH:25]=1.Cl.CN(C)CCCN=C=NCC.O>C(Cl)Cl.CN(C)C1C=CN=CC=1>[CH2:23]([O:21][C:20](=[O:22])[C@@H:9]([CH2:10][C:11]1[C:19]2[C:14](=[CH:15][CH:16]=[CH:17][CH:18]=2)[NH:13][CH:12]=1)[NH:8][C:6]([O:5][C:1]([CH3:4])([CH3:2])[CH3:3])=[O:7])[C:24]1[CH:29]=[CH:28][CH:27]=[CH:26][CH:25]=1 |f:2.3|. Starting materials: ClC1=C(C=CC(=C1)F)S(=O)(=O)[C@@H]1C[C@H](N(C1)C1=CC(=NN1C1CCOCC1)C)C(=O)NC1(CC1)C#N ((2S,4R)-4-(2-chloro-4-fluorophenylsulfonyl)-N-(1-cyanocyclopropyl)-1-(3-methyl-1-(tetrahydro-2H-pyran-4-yl)-1H-pyrazol-5-yl)pyrrolidine-2-carboxamide), FC(CO)(F)F (2,2,2,-trifluoroethanol). Product: C(C(F)(F)F)O (75-89-8), C(#N)C1(CC1)NC(=O)[C@@H]1N(C[C@@H](C1)S(=O)(=O)C1=C(C=C(C=C1)OCC(F)(F)F)Cl)C=1N(N=C(C1)C)C1CCOCC1 ((2R,4R)-4-[2-Chloro-4-(2,2,2-trifluoro-ethoxy)-benzenesulfonyl]-1-[5-methyl-2-(tetrahydro-pyran-4-yl)-2H-pyrazol-3-yl]-pyrrolidine-2-carboxylic acid (1-cyano-cyclopropyl)-amide). Reaction SMILES: [Cl:1][C:2]1[CH:7]=[C:6](F)[CH:5]=[CH:4][C:3]=1[S:9]([C@H:12]1[CH2:16][N:15]([C:17]2[N:21]([CH:22]3[CH2:27][CH2:26][O:25][CH2:24][CH2:23]3)[N:20]=[C:19]([CH3:28])[CH:18]=2)[C@H:14]([C:29]([NH:31][C:32]2([C:35]#[N:36])[CH2:34][CH2:33]2)=[O:30])[CH2:13]1)(=[O:11])=[O:10].[F:37][C:38]([F:42])([F:41])[CH2:39][OH:40]>>[CH2:39]([OH:40])[C:38]([F:42])([F:41])[F:37].[C:35]([C:32]1([NH:31][C:29]([C@H:14]2[CH2:13][C@@H:12]([S:9]([C:3]3[CH:4]=[CH:5][C:6]([O:40][CH2:39][C:38]([F:42])([F:41])[F:37])=[CH:7][C:2]=3[Cl:1])(=[O:11])=[O:10])[CH2:16][N:15]2[C:17]2[N:21]([CH:22]3[CH2:27][CH2:26][O:25][CH2:24][CH2:23]3)[N:20]=[C:19]([CH3:28])[CH:18]=2)=[O:30])[CH2:33][CH2:34]1)#[N:36]. Procedure: In analogy to the procedure described in example 392, (2S,4R)-4-(2-chloro-4-fluorophenylsulfonyl)-N-(1-cyanocyclopropyl)-1-(3-methyl-1-(tetrahydro-2H-pyran-4-yl)-1H-pyrazol-5-yl)pyrrolidine-2-carboxamide (example 464d) was reacted with 2,2,2,-trifluoroethanol (CAS Reg. No. 75-89-8 99) to give the title compound after purification by preparative chiral HPLC as colorless oil. MS (ESI): m/z=616.1 [M+H]+. The reactants are NC1=NC2=C(C=3C=C(C=NC13)CCC1=CC=C(C=C1)C(C)=O)C=CC(=C2)C (1-(4-(2-(5-amino-8-methylbenzo[f][1,7]naphthyridin-2-yl)ethyl)phenyl)ethanone), CN(CCN)C (N1,N1-dimethylethane-1,2-diamine), C(=O)(C(F)(F)F)O (TFA). Product: NC1=NC2=C(C=3C=C(C=NC13)CCC1=CC=C(C=C1)C(C)NCCN(C)C)C=CC(=C2)C (N1-(1-(4-(2-(5-amino-8-methylbenzo[f][1,7]naphthyridin-2-yl)ethyl)phenyl)ethyl)-N2,N2-dimethylethane-1,2-diamine). RXN SMILES: [NH2:1][C:2]1[C:11]2[N:10]=[CH:9][C:8]([CH2:12][CH2:13][C:14]3[CH:19]=[CH:18][C:17]([C:20](=O)[CH3:21])=[CH:16][CH:15]=3)=[CH:7][C:6]=2[C:5]2[CH:23]=[CH:24][C:25]([CH3:27])=[CH:26][C:4]=2[N:3]=1.[CH3:28][N:29]([CH3:33])[CH2:30][CH2:31][NH2:32].C(O)(C(F)(F)F)=O>>[NH2:1][C:2]1[C:11]2[N:10]=[CH:9][C:8]([CH2:12][CH2:13][C:14]3[CH:19]=[CH:18][C:17]([CH:20]([NH:32][CH2:31][CH2:30][N:29]([CH3:33])[CH3:28])[CH3:21])=[CH:16][CH:15]=3)=[CH:7][C:6]=2[C:5]2[CH:23]=[CH:24][C:25]([CH3:27])=[CH:26][C:4]=2[N:3]=1. Procedure details: N1-(1-(4-(2-(5-amino-8-methylbenzo[f][1,7]naphthyridin-2-yl)ethyl)phenyl)ethyl)-N2,N2-dimethylethane-1,2-diamine was prepared from 1-(4-(2-(5-amino-8-methylbenzo[f][1,7]naphthyridin-2-yl)ethyl)phenyl)ethanone (from Example 171) and N1,N1-dimethylethane-1,2-diamine (commercially available) following the procedures described for Example 182. 1H NMR (Acetone-d6) TFA Salt: δ 8.85 (m, 2H), 8.43 (d, 1H), 7.52 (s, 1H), 7.48 (m, 2H), 7.40 (m, 2H), 6.69 (m, 1H), 4.39 (m, 1H), 3.42 (m, 2H), 3.18-3.25 (m, ... Starting materials: Cl.NC1=C(SC(=C1)Cl)S(=O)(=O)N (3-amino-5-chlorothiophene-2-sulfonamide hydrochloride), CC(C1=CC=CC=C1)N=C=S (L-α-methylbenzyl isothiocyanate). Solvent: C(C)(=O)OCC (ethyl acetate). The product is ClC1=CC=2NC(=NS(C2S1)(=O)=O)N[C@@H](C)C1=CC=CC=C1 ((S)-6-Chloro-3-(1-phenylethyl)amino-4H-thieno[3,2-e]-1,2,4-thiadiazine 1,1-dioxide). RXN SMILES: Cl.[NH2:2][C:3]1[CH:7]=[C:6]([Cl:8])[S:5][C:4]=1[S:9]([NH2:12])(=[O:11])=[O:10].[CH3:13][CH:14]([N:21]=[C:22]=S)[C:15]1[CH:20]=[CH:19][CH:18]=[CH:17][CH:16]=1>C(OCC)(=O)C>[Cl:8][C:6]1[S:5][C:4]2[S:9](=[O:10])(=[O:11])[N:12]=[C:22]([NH:21][C@H:14]([C:15]3[CH:20]=[CH:19][CH:18]=[CH:17][CH:16]=3)[CH3:13])[NH:2][C:3]=2[CH:7]=1 |f:0.1|. Reported procedure: The title compound was prepared from 3-amino-5-chlorothiophene-2-sulfonamide hydrochloride and L-α-methylbenzyl isothiocyanate by a procedure analogous to the procedure described in example 3Bc-d; mp 195°-204° C. (ethyl acetate), 1H-NMR (DMSO-d6): δ 1.46 (d, 3H), 4.95 (m, 1H), 7.1 (s, 1H), 7.2-7.45 (m, 5H), 7.78 (br. s, 1H), 10.85 (s, 1H). Starting materials: Brc1nccs1, Cc1ccccc1, CCOC(C)=O, O=Cc1ccc(B(O)O)cc1, [K+], [K+], O=C([O-])[O-], O, c1ccc(P(c2ccccc2)(c2ccccc2)[Pd](P(c2ccccc2)(c2ccccc2)c2ccccc2)(P(c2ccccc2)(c2ccccc2)c2ccccc2)P(c2ccccc2)(c2ccccc2)c2ccccc2)cc1. Product: O=Cc1ccc(-c2nccs2)cc1. As a reaction SMILES: [Br:1][c:2]1[s:3][cH:4][cH:5][n:6]1.[CH3:24][c:25]1[cH:26][cH:27][cH:28][cH:29][cH:30]1.[CH3:32][CH2:33][O:34][C:35](=[O:36])[CH3:37].[CH:7](=[O:8])[c:9]1[cH:10][cH:11][c:12]([B:15]([OH:16])[OH:17])[cH:13][cH:14]1.[K+:18].[K+:19].[O-:20][C:21]([O-:22])=[O:23].[OH2:31].[cH:38]1[cH:39][cH:40][c:41]([P:42]([Pd:43]([P:44]([c:45]2[cH:46][cH:47][cH:48][cH:49][cH:50]2)([c:51]2[cH:52][cH:53][cH:54][cH:55][cH:56]2)[c:57]2[cH:58][cH:59][cH:60][cH:61][cH:62]2)([P:63]([c:64]2[cH:65][cH:66][cH:67][cH:68][cH:69]2)([c:70]2[cH:71][cH:72][cH:73][cH:74][cH:75]2)[c:76]2[cH:77][cH:78][cH:79][cH:80][cH:81]2)[P:82]([c:83]2[cH:84][cH:85][cH:86][cH:87][cH:88]2)([c:89]2[cH:90][cH:91][cH:92][cH:93][cH:94]2)[c:95]2[cH:96][cH:97][cH:98][cH:99][cH:100]2)([c:101]2[cH:102][cH:103][cH:104][cH:105][cH:106]2)[c:107]2[cH:108][cH:109][cH:110][cH:111][cH:112]2)[cH:113][cH:114]1>>[c:2]1(-[c:12]2[cH:11][cH:10][c:9]([CH:7]=[O:8])[cH:14][cH:13]2)[s:3][cH:4][cH:5][n:6]1. Reactants: CO, Cc1c(C(=O)O)ccc(Cl)c1S, O, O=S(=O)(O)O. The product is COC(=O)c1ccc(Cl)c(S)c1C. RXN SMILES: [CH3:13][OH:14].[Cl:1][c:2]1[c:3]([SH:12])[c:4]([CH3:11])[c:5]([C:6](=[O:7])[OH:8])[cH:9][cH:10]1.[OH2:20].[S:15](=[O:16])(=[O:17])([OH:18])[OH:19]>>[Cl:1][c:2]1[c:3]([SH:12])[c:4]([CH3:11])[c:5]([C:6](=[O:7])[O:8][CH3:13])[cH:9][cH:10]1.